From a dataset of the Open Reaction Database (ORD), a public repository of structured organic reaction records. describe an organic reaction: reactants, conditions, products, and yield Reactants: C(CC(C)C)(=O)O (isovaleric acid), C1CCC(CC1)N=C=NC2CCCCC2 (DCC), CS(=O)(=O)OC1=CC=C(C=C1)C=CC(N)=N (4-(β-amidinoethenyl)phenol methanesulfonate). Run in N1=CC=CC=C1 (pyridine). Run at time 30 minute. Yields the product C(CC(C)C)(=O)OC1=CC=C(C=C1)C=CC(N)=N (4-(β-amidinoethenyl)phenyl isovalerate). Yield: 70.5%. As a reaction SMILES: [C:1]([OH:7])(=[O:6])[CH2:2][CH:3]([CH3:5])[CH3:4].C1CCC(N=C=NC2CCCCC2)CC1.CS(O[C:28]1[CH:33]=[CH:32][C:31]([CH:34]=[CH:35][C:36](=[NH:38])[NH2:37])=[CH:30][CH:29]=1)(=O)=O>N1C=CC=CC=1>[C:1]([O:7][C:28]1[CH:33]=[CH:32][C:31]([CH:34]=[CH:35][C:36](=[NH:37])[NH2:38])=[CH:30][CH:29]=1)(=[O:6])[CH2:2][CH:3]([CH3:5])[CH3:4]. Procedure details: Into 10 ml of dried pyridine, was dissolved 1.0 g of isovaleric acid. To the solution, while being cooled in ice, was added 2.5 g of DCC. After 30 minutes of stirring, 2.6 g of 4-(β-amidinoethenyl)phenol methanesulfonate was added and the mixture was stirred overnight at room temperature. The reaction mixture was removed of precipitated DCU by filtration and the DCU was washed with pyridine. Ethyl ether was added to the combined filtrate to precipitate a white solid substance which was collected...